From a dataset of the Open Reaction Database (ORD), a public repository of structured organic reaction records. describe an organic reaction: reactants, conditions, products, and yield The reactants are [BH4-].[Na+] (Sodium borohydride), C1(CC1)COC=1C=CC2=CN(N=C2C1)[C@@H]1CC[C@H](CC1)CCC(C)=O (4-{trans-4-[6-(cyclopropylmethoxy)-2H-indazol-2-yl]cyclohexyl}butan-2-one). Solvent: C(C)O (ethanol). Run at time 1 hour. The product is C1(CC1)COC=1C=CC2=CN(N=C2C1)[C@@H]1CC[C@H](CC1)CCC(C)O (4-{trans-4-[6-(cyclopropylmethoxy)-2H-indazol-2-yl]cyclohexyl}butan-2-ol). Yield: 88.9%. RXN SMILES: [BH4-].[Na+].[CH:3]1([CH2:6][O:7][C:8]2[CH:9]=[CH:10][C:11]3[C:15]([CH:16]=2)=[N:14][N:13]([C@H:17]2[CH2:22][CH2:21][C@H:20]([CH2:23][CH2:24][C:25](=[O:27])[CH3:26])[CH2:19][CH2:18]2)[CH:12]=3)[CH2:5][CH2:4]1>C(O)C>[CH:3]1([CH2:6][O:7][C:8]2[CH:9]=[CH:10][C:11]3[C:15]([CH:16]=2)=[N:14][N:13]([C@H:17]2[CH2:22][CH2:21][C@H:20]([CH2:23][CH2:24][CH:25]([OH:27])[CH3:26])[CH2:19][CH2:18]2)[CH:12]=3)[CH2:5][CH2:4]1 |f:0.1|. Reported procedure: Sodium borohydride (0.306 g) was added to a solution of 4-{trans-4-[6-(cyclopropylmethoxy)-2H-indazol-2-yl]cyclohexyl}butan-2-one (2.75 g) in ethanol (100 mL) under ice-cooling in small portions. The reaction mixture was stirred at room temperature for 1 hr, and the mixture was concentrated under reduced pressure. The residue was diluted with water, and the mixture was extracted with ethyl acetate. The organic layer was washed with saturated brine, dried over anhydrous magnesium sulfate, and con... Run in C(C)(=O)OCC (ethyl acetate). Starting materials: O[C@H]1C[C@@H]2CC[C@H]3[C@@H]4CC(=C(C(C)=O)[C@]4(CC([C@@H]3[C@]2(C[C@@H]1OC)C)=O)C)C (3α-Hydroxy-2β-methoxy-16-methyl-5α-pregn-16-ene-11,20-dione), [H][H] (hydrogen). Procedure: 3α-Hydroxy-2β-methoxy-16-methyl-5α-pregn-16-ene-11,20-dione (187 mg.) in ethyl acetate (50 ml.) was hydrogenated over 10% palladium-on-carbon catalyst (60 mg.) at atmospheric pressure for 20 minutes, during which time 11 ml. of hydrogen was taken up. The catalyst was filtered off and the filtrate evaporated to a white foam (190 mg.) which was purified by preparative T.L.C. in ethyl acetate/petrol 3/2, run 3 times, to give 88 mg. of impure product which was purified by preparative T.L.C. in ethyl... The yield is 36.2%. RXN SMILES: [OH:1][C@@H:2]1[C@@H:21]([O:22][CH3:23])[CH2:20][C@@:19]2([CH3:24])[C@@H:4]([CH2:5][CH2:6][C@@H:7]3[C@@H:18]2[C:17](=[O:25])[CH2:16][C@@:15]2([CH3:26])[C@H:8]3[CH2:9][C:10]([CH3:27])=[C:11]2[C:12](=[O:14])[CH3:13])[CH2:3]1.[H][H]>C(OCC)(=O)C.[Pd]>[OH:1][C@@H:2]1[C@@H:21]([O:22][CH3:23])[CH2:20][C@@:19]2([CH3:24])[C@@H:4]([CH2:5][CH2:6][C@@H:7]3[C@@H:18]2[C:17](=[O:25])[CH2:16][C@@:15]2([CH3:26])[C@H:8]3[CH2:9][C@H:10]([CH3:27])[C@@H:11]2[C:12](=[O:14])[CH3:13])[CH2:3]1. Product: O[C@H]1C[C@@H]2CC[C@H]3[C@@H]4C[C@@H]([C@H](C(C)=O)[C@]4(CC([C@@H]3[C@]2(C[C@@H]1OC)C)=O)C)C (3α-Hydroxy-2β-methoxy-16β-methyl-5α-pregnane-11,20-dione). The reagents and catalysts are [Pd] (palladium-on-carbon). The reactants are BrC1=CC=C(C=C1)C1(CC2(C1)OCCO2)NC(OC(C)(C)C)=O (tert-Butyl [2-(4-bromophenyl)-5,8-dioxaspiro[3.4]oct-2-yl]carbamate), CN(C)C=O (DMF). Reagents/catalysts: [C-]#N.[Zn+2].[C-]#N (zinc cyanide), CC(C)([P](C(C)(C)C)([Pd][P](C(C)(C)C)(C(C)(C)C)C(C)(C)C)C(C)(C)C)C (bis(tri-t-butylphosphine)palladium(0)). Solvent: O1CCOCC1 (dioxane). Reaction conditions: temperature 120 celsius. Product: C(#N)C1=CC=C(C=C1)C1(CC2(C1)OCCO2)NC(OC(C)(C)C)=O (tert-butyl [2-(4-cyanophenyl)-5,8-dioxaspiro[3.4]oct-2-yl]carbamate). Reaction SMILES: Br[C:2]1[CH:7]=[CH:6][C:5]([C:8]2([NH:16][C:17](=[O:23])[O:18][C:19]([CH3:22])([CH3:21])[CH3:20])[CH2:11][C:10]3([O:15][CH2:14][CH2:13][O:12]3)[CH2:9]2)=[CH:4][CH:3]=1.[CH3:24][N:25](C=O)C>O1CCOCC1.[C-]#N.[Zn+2].[C-]#N.CC(C)([P](C(C)(C)C)([Pd][P](C(C)(C)C)(C(C)(C)C)C(C)(C)C)C(C)(C)C)C>[C:24]([C:2]1[CH:7]=[CH:6][C:5]([C:8]2([NH:16][C:17](=[O:23])[O:18][C:19]([CH3:22])([CH3:21])[CH3:20])[CH2:11][C:10]3([O:12][CH2:13][CH2:14][O:15]3)[CH2:9]2)=[CH:4][CH:3]=1)#[N:25] |f:3.4.5,^1:42,48|. Reported procedure: To a solution of tert-butyl [2-(4-bromophenyl)-5,8-dioxaspiro[3.4]oct-2-yl]carbamate (1-5) (21.3 g, 55.5 mmol) in dioxane (100 mL) and DMF (100 mL) was added zinc cyanide (6.52 g, 55.5 mmol) and bis(tri-t-butylphosphine)palladium(0) (2.84 g, 5.55 mmol) and the reaction was heated to 120° C. under N2 for 1 hour. The reaction mixture was cooled to rt, filtered, and concentrated. The crude residue was purified by column chromatography eluting with 1-60% EtOAc/Hexane. The appropriate fractions were ... Reactants: FC=1C(=NC=CN1)C1CCN(CC1)C(=O)OC(C)(C)C (tert-butyl 4-(3-fluoropyrazin-2-yl)piperidine-1-carboxylate), C(=O)([O-])[O-].[Cs+].[Cs+] (Cs2CO3), N1C(=NC2=C1C=CC=C2)C(=O)C2=CC=C(C=C2)O ((1H-benzo[d]imidazol-2-yl)(4-hydroxyphenyl)methanone), CN1C(CCC1)=O (N-methylpyrrolidinone). The solvent is O (H2O). Run at temperature 150 celsius. The product is N1C(=NC2=C1C=CC=C2)C(=O)C2=CC=C(OC=1C(=NC=CN1)C1CCN(CC1)C(=O)OC(C)(C)C)C=C2 (tert-butyl 4-(3-(4-(1H-benzo[d]imidazole-2-carbonyl)phenoxy)pyrazin-2-yl)piperidine-1-carboxylate). Reaction SMILES: F[C:2]1[C:3]([CH:8]2[CH2:13][CH2:12][N:11]([C:14]([O:16][C:17]([CH3:20])([CH3:19])[CH3:18])=[O:15])[CH2:10][CH2:9]2)=[N:4][CH:5]=[CH:6][N:7]=1.C([O-])([O-])=O.[Cs+].[Cs+].[NH:27]1[C:31]2[CH:32]=[CH:33][CH:34]=[CH:35][C:30]=2[N:29]=[C:28]1[C:36]([C:38]1[CH:43]=[CH:42][C:41]([OH:44])=[CH:40][CH:39]=1)=[O:37].CN1CCCC1=O>O>[NH:27]1[C:31]2[CH:32]=[CH:33][CH:34]=[CH:35][C:30]=2[N:29]=[C:28]1[C:36]([C:38]1[CH:43]=[CH:42][C:41]([O:44][C:2]2[C:3]([CH:8]3[CH2:13][CH2:12][N:11]([C:14]([O:16][C:17]([CH3:20])([CH3:19])[CH3:18])=[O:15])[CH2:10][CH2:9]3)=[N:4][CH:5]=[CH:6][N:7]=2)=[CH:40][CH:39]=1)=[O:37] |f:1.2.3|. Procedure details: To a 350 mL pressure vial is added tert-butyl 4-(3-fluoropyrazin-2-yl)piperidine-1-carboxylate (200 mg, 0.711 mmol), Cs2CO3 (417 mg, 1.280 mmol), and (1H-benzo[d]imidazol-2-yl)(4-hydroxyphenyl)methanone (305 mg, 1.280 mmol) and N-methylpyrrolidinone (1.3 mL). The reaction was heated in the microwave at 150° C. 1 h. The reaction was added to a flask containing H2O (20 mL) with rapid stirring. The resulting slurry was filtered and the solid filter cake washed with H2O (3×5 mL). The solid was purif...